From a dataset of the Open Reaction Database (ORD), a public repository of structured organic reaction records. describe an organic reaction: reactants, conditions, products, and yield Reactants: C(C)(C)(C)OC(=O)N1CCN(CC1)S(=O)(=O)C1=C(C=C(C=C1)NC(C=C)=O)OC (4-(4-Acryloylamino-2-methoxy-benzenesulfonyl)-piperazine-1-carboxylic acid tert-butyl ester), FC(C(=O)O)(F)F (trifluoroacetic acid). Run in C(Cl)Cl (DCM). Reaction conditions: time 3 hour. Product: COC=1C=C(C=CC1S(=O)(=O)N1CCNCC1)NC(C=C)=O (N-[3-Methoxy-4-(piperazine-1-sulfonyl)-phenyl]-acrylamide). Yield: 85.0%. RXN SMILES: C(OC([N:8]1[CH2:13][CH2:12][N:11]([S:14]([C:17]2[CH:22]=[CH:21][C:20]([NH:23][C:24](=[O:27])[CH:25]=[CH2:26])=[CH:19][C:18]=2[O:28][CH3:29])(=[O:16])=[O:15])[CH2:10][CH2:9]1)=O)(C)(C)C.FC(F)(F)C(O)=O>C(Cl)Cl>[CH3:29][O:28][C:18]1[CH:19]=[C:20]([NH:23][C:24](=[O:27])[CH:25]=[CH2:26])[CH:21]=[CH:22][C:17]=1[S:14]([N:11]1[CH2:10][CH2:9][NH:8][CH2:13][CH2:12]1)(=[O:16])=[O:15]. Procedure: To a solution of 4-(4-Acryloylamino-2-methoxy-benzenesulfonyl)-piperazine-1-carboxylic acid tert-butyl ester (2.0 g, 4.7 mmol) in DCM (20 ml) was added trifluoroacetic acid (5 ml) in one portion. The resulting mixture was then stirred at room temperature under a nitrogen atmosphere for 3 hours. After this time the reaction was concentrated under vacuum to afford the title compound (1.3 g, 93% yield) as an orange gum. Starting materials: COC(C1=CC=C(C=C1)CNC=1N(C(C=2NC(=NC2N1)C1CCCC1)=O)CCC)=O (4-[(8-cyclopentyl-6-oxo-1-propyl-6,7-dihydro-1H-purin-2-ylamino)-methyl]-benzoic acid methyl ester), [OH-].[Na+] (NaOH). Run in CO.O.C1CCOC1 (MeOH H2O THF). Product: C1(CCCC1)C1=NC=2N=C(N(C(C2N1)=O)CCC)NCC1=CC=C(C(=O)O)C=C1 (4-[(8-cyclopentyl-6-oxo-1-propyl-6,7-dihydro-1H-purin-2-ylamino)-methyl]-benzoic acid). Isolated yield 31.9%. As a reaction SMILES: C[O:2][C:3](=[O:30])[C:4]1[CH:9]=[CH:8][C:7]([CH2:10][NH:11][C:12]2[N:13]([CH2:27][CH2:28][CH3:29])[C:14](=[O:26])[C:15]3[NH:16][C:17]([CH:21]4[CH2:25][CH2:24][CH2:23][CH2:22]4)=[N:18][C:19]=3[N:20]=2)=[CH:6][CH:5]=1.[OH-].[Na+]>CO.O.C1COCC1>[CH:21]1([C:17]2[NH:16][C:15]3[C:14](=[O:26])[N:13]([CH2:27][CH2:28][CH3:29])[C:12]([NH:11][CH2:10][C:7]4[CH:8]=[CH:9][C:4]([C:3]([OH:30])=[O:2])=[CH:5][CH:6]=4)=[N:20][C:19]=3[N:18]=2)[CH2:25][CH2:24][CH2:23][CH2:22]1 |f:1.2,3.4.5|. Procedure details: To a solution of 4-[(8-cyclopentyl-6-oxo-1-propyl-6,7-dihydro-1H-purin-2-ylamino)-methyl]-benzoic acid methyl ester (0.081 g, 0.198 mmol) in a mixture of MeOH/H2O/THF (5 ml each) was added NaOH (0.024 g, 0.594 mmol) and the resulting reaction mixture was refluxed overnight. The reaction mixture was concentrated under reduced pressure. The residue was dissolved in water and neutralized with 1N HCl and then extracted with ethyl acetate. The ethyl acetate layer was dried over anhydrous sodium sulph... Reactants: ClC1=C2C(=NC=C1C(=O)NC(=O)NC1=CC(=C(C=C1)F)C(F)(F)F)N(N=C2C)C ((4-chloro-1,3-dimethylpyrazolo[5,4-b]pyridin-5-yl)-N-({[4-fluoro-3-(trifluoromethyl)phenyl]amino}carbonyl)carboxamide), C1CCOC1 (THF). Solvent: C(C)(C)N(C(C)C)CC (N,N-diisopropylethylamine), O (water). Conditions: time 24 hour. Yields the product FC1=C(C=C(C=C1)NC(=O)NC(=O)C=1C(=C2C(=NC1)N(N=C2C)C)O)C(F)(F)F (N-({[4-fluoro-3-(trifluoromethyl)phenyl]amino}carbonyl)(4-hydroxy-1,3-dimethylpyrazolo[5,4-b]pyridin-5-yl)carboxamide). RXN SMILES: Cl[C:2]1[C:7]([C:8]([NH:10][C:11]([NH:13][C:14]2[CH:19]=[CH:18][C:17]([F:20])=[C:16]([C:21]([F:24])([F:23])[F:22])[CH:15]=2)=[O:12])=[O:9])=[CH:6][N:5]=[C:4]2[N:25]([CH3:29])[N:26]=[C:27]([CH3:28])[C:3]=12.C1C[O:33]CC1>C(N(CC)C(C)C)(C)C.O>[F:20][C:17]1[CH:18]=[CH:19][C:14]([NH:13][C:11]([NH:10][C:8]([C:7]2[C:2]([OH:33])=[C:3]3[C:27]([CH3:28])=[N:26][N:25]([CH3:29])[C:4]3=[N:5][CH:6]=2)=[O:9])=[O:12])=[CH:15][C:16]=1[C:21]([F:24])([F:23])[F:22]. Procedure: A suspension of (4-chloro-1,3-dimethylpyrazolo[5,4-b]pyridin-5-yl)-N-({[4-fluoro-3-(trifluoromethyl)phenyl]amino}carbonyl)carboxamide (0.050 g) in THF (5 mL) was dissolved in a 1:3 mixture of N,N-diisopropylethylamine (DIPEA) and water (4 mL). The solution was stirred at room temperature for 24 h, concentrated, and the residue purified by column chromatography on silica-gel eluting with 3:1 EtOAc-MeOH to give the title compound as a white powder. 1H NMR (DMSO-d6) δ 2.46 (s, 3H), 3.75 (s, 3H), 7.... RXN SMILES: [OH:1][CH2:2][CH2:3][CH2:4][N:5]1[CH2:10][CH2:9][N:8]([C:11]([O:13][C:14]([CH3:17])([CH3:16])[CH3:15])=[O:12])[CH2:7][CH2:6]1.[H-].[Na+].[Cl:20][C:21]1[CH:26]=[C:25](F)[C:24]([CH3:28])=[CH:23][C:22]=1[N+:29]([O-:31])=[O:30].O>C1COCC1>[Cl:20][C:21]1[C:22]([N+:29]([O-:31])=[O:30])=[CH:23][C:24]([CH3:28])=[C:25]([CH:26]=1)[O:1][CH2:2][CH2:3][CH2:4][N:5]1[CH2:10][CH2:9][N:8]([C:11]([O:13][C:14]([CH3:17])([CH3:16])[CH3:15])=[O:12])[CH2:7][CH2:6]1 |f:1.2|. Procedure details: A flask was charged with tert-butyl 4-(3-hydroxypropyl)piperazine-1-carboxylate (905 mg, 3.7 mmol, commercially available from Alrich), sodium hydride, 95% (24 mg, 4.6 mmol) and THF (10 mL), and the mixture was stirred under N2 for 15 minutes, after which time a solution of 1-chloro-5-fluoro-4-methyl-2-nitrobenzene (700 mg, 3.7 mmol, commercially available from Aldrich) in THF (10 mL) was added to the sodium hydride mixture at 0° C. The reaction mixture was heated to 65° C. for 15 hours. Water w... Reactants: OCCCN1CCN(CC1)C(=O)OC(C)(C)C (tert-butyl 4-(3-hydroxypropyl)piperazine-1-carboxylate), O (Water), [H-].[Na+] (sodium hydride), ClC1=C(C=C(C(=C1)F)C)[N+](=O)[O-] (1-chloro-5-fluoro-4-methyl-2-nitrobenzene), [H-].[Na+] (sodium hydride). Reaction conditions: temperature 65 celsius. Solvent: C1CCOC1 (THF), C1CCOC1 (THF). Product: ClC=1C(=CC(=C(OCCCN2CCN(CC2)C(=O)OC(C)(C)C)C1)C)[N+](=O)[O-] (tert-butyl 4-(3-(5-chloro-2-methyl-4-nitrophenoxy) propyl)piperazine-1-carboxylate). Starting materials: C=1(C(N)=CC=CC1)C(=O)C(=O)OC(C(C=1C(N)=CC=CC1)=O)=O (isatic acid anhydride), S(=O)(=O)(OCCOC(C)C)C1=CC=C(C)C=C1 (O-(2-isopropyloxyethyl) tosylate), [H-].[Na+] (NaH). The solvent is O=P(N(C)C)(N(C)C)N(C)C (hexametapol), CN(P(N(C)C)(N(C)C)=O)C (hexamethylphosphoric acid triamide). Conditions: time 30 minute. Product: C(C)(C)OCCNC=1C(=CC=CC1)C(=O)C(=O)OC(C(C=1C(NCCOC(C)C)=CC=CC1)=O)=O (N-(2-isopropyloxyethyl)isatic acid anhydride). As a reaction SMILES: [C:1]1([C:8]([C:10]([O:12][C:13](=[O:23])[C:14](=[O:22])[C:15]2[C:16](=[CH:18][CH:19]=[CH:20][CH:21]=2)[NH2:17])=[O:11])=[O:9])[C:2](=[CH:4][CH:5]=[CH:6][CH:7]=1)[NH2:3].[H-].[Na+].S(C1C=CC(C)=CC=1)(O[CH2:30][CH2:31][O:32][CH:33]([CH3:35])[CH3:34])(=O)=O>O=P(N(C)C)(N(C)C)N(C)C>[CH:33]([O:32][CH2:31][CH2:30][NH:3][C:2]1[C:1]([C:8]([C:10]([O:12][C:13](=[O:23])[C:14](=[O:22])[C:15]2[C:16](=[CH:18][CH:19]=[CH:20][CH:21]=2)[NH:17][CH2:30][CH2:31][O:32][CH:33]([CH3:34])[CH3:35])=[O:11])=[O:9])=[CH:7][CH:6]=[CH:5][CH:4]=1)([CH3:35])[CH3:34] |f:1.2|. Reported procedure: The starting material is prepared as follows: 3 g of isatic acid anhydride are dissolved in 50 ml of distilled hexametapol(=hexamethylphosphoric acid triamide). The solution is cooled to 5°, and 0.96 g of 55% NaH (freed of oil with hexane) is added. The mixture is stirred for 30 minutes at RT and then 5.67 g of O-(2-isopropyloxyethyl) tosylate are added. The mixture is stirred for 30 minutes at RT and for one hour at 50°. The mixture is left to stand overnight and is poured onto ice, and the org... Starting materials: ClS(=O)(=O)O (chlorosulfonic acid), NC1=NC(=NN1C1=C(C=C(C=C1)C)C)C(F)(F)F (4-(5-amino-3-trifluoromethyl-1H-1,2,4-triazol-1-yl)-1,3-dimethylbenzene). The solvent is C(C)(=O)OCC (ethyl acetate). Run at temperature 60 celsius, time 2 hour. Product: NC1=NC(=NN1C=1C(=CC(=C(C1)S(=O)(=O)Cl)C)C)C(F)(F)F (5-(5-amino-3-trifluoromethyl-1H-1,2,4-triazol-1-yl)-2,4-dimethylbenzenesulfonyl chloride), crystal. Yield: 96.0%. As a reaction SMILES: [Cl:1][S:2]([OH:5])(=O)=[O:3].[NH2:6][C:7]1[N:11]([C:12]2[CH:17]=[CH:16][C:15]([CH3:18])=[CH:14][C:13]=2[CH3:19])[N:10]=[C:9]([C:20]([F:23])([F:22])[F:21])[N:8]=1>C(OCC)(=O)C>[NH2:6][C:7]1[N:11]([C:12]2[C:13]([CH3:19])=[CH:14][C:15]([CH3:18])=[C:16]([S:2]([Cl:1])(=[O:5])=[O:3])[CH:17]=2)[N:10]=[C:9]([C:20]([F:23])([F:22])[F:21])[N:8]=1. Procedure details: In a 25-ml eggplant flask provided with a magnetic stirrer were placed 5.83 g (50 mol) of chlorosulfonic acid and then 2.49 g (9.73 mmol) of 4-(5-amino-3-trifluoromethyl-1H-1,2,4-triazol-1-yl)-1,3-dimethylbenzene. The mixture was stirred at 60° C. for 2 hours. The mixture was cooled to room temperature and then added onto ice in small portions. Thereto was added 30 ml of ethyl acetate to give rise to phase separation. The aqueous phase was extracted with 30 ml of ethyl acetate. The ethyl acetate... The reactants are intermediate 78C, ClC=1C=C(/C=C/C(=O)O)C=CC1Cl ((E)-3,4-dichlorocinnamic acid), Cl.CC1C(NCCNC1)=O (6-methyl-[1,4]diazepan-5-one hydrochloride). Product: ClC=1C=C(C=CC1Cl)/C=C/C(=O)N1CCNC(C(C1)C)=O ((rac)-1-[(E)-3-(3,4-Dichloro-phenyl)-acryloyl]-6-methyl-[1,4]diazepan-5-one). As a reaction SMILES: [Cl:1][C:2]1[CH:3]=[C:4]([CH:10]=[CH:11][C:12]=1[Cl:13])/[CH:5]=[CH:6]/[C:7]([OH:9])=O.Cl.[CH3:15][CH:16]1[CH2:22][NH:21][CH2:20][CH2:19][NH:18][C:17]1=[O:23]>>[Cl:1][C:2]1[CH:3]=[C:4](/[CH:5]=[CH:6]/[C:7]([N:21]2[CH2:22][CH:16]([CH3:15])[C:17](=[O:23])[NH:18][CH2:19][CH2:20]2)=[O:9])[CH:10]=[CH:11][C:12]=1[Cl:13] |f:1.2|. Procedure details: In analogy to the procedure described in intermediate 78C, (E)-3,4-dichlorocinnamic acid and 6-methyl-[1,4]diazepan-5-one hydrochloride gave the title compound as a colorless gum, MS: 327.1 (MH+).